From a dataset of the Open Reaction Database (ORD), a public repository of structured organic reaction records. describe an organic reaction: reactants, conditions, products, and yield Starting materials: CCO, NN, CC(C)(O)Cn1c(CON2C(=O)c3ccccc3C2=O)nc2c(N)nc3ccccc3c21. Product: CC(C)(O)Cn1c(CON)nc2c(N)nc3ccccc3c21. As a reaction SMILES: [CH3:35][CH2:36][OH:37].[NH2:1][NH2:2].[NH2:3][c:4]1[n:5][c:6]2[cH:7][cH:8][cH:9][cH:10][c:11]2[c:12]2[c:13]1[n:14][c:15]([CH2:22][O:23][N:24]1[C:25](=[O:26])[c:27]3[c:28]([cH:29][cH:30][cH:31][cH:32]3)[C:33]1=[O:34])[n:16]2[CH2:17][C:18]([CH3:19])([CH3:20])[OH:21]>>[NH2:3][c:4]1[n:5][c:6]2[cH:7][cH:8][cH:9][cH:10][c:11]2[c:12]2[c:13]1[n:14][c:15]([CH2:22][O:23][NH2:24])[n:16]2[CH2:17][C:18]([CH3:19])([CH3:20])[OH:21]. Reactants: COC(=O)c1cc2cccc(CC#N)c2o1, CC(=O)OC(C)=O, CC(=O)[O-], [Na+]. Yields the product COC(=O)c1cc2cccc(CCNC(C)=O)c2o1. As a reaction SMILES: [C:6](#[N:7])[CH2:8][c:9]1[cH:10][cH:11][cH:12][c:13]2[cH:14][c:15]([C:18](=[O:19])[O:20][CH3:21])[o:16][c:17]12.[CH3:22][C:23]([O:24][C:25](=[O:26])[CH3:27])=[O:28].[CH3:2][C:3]([O-:4])=[O:5].[Na+:1]>>[CH3:2][C:3](=[O:4])[NH:7][CH2:6][CH2:8][c:9]1[cH:10][cH:11][cH:12][c:13]2[cH:14][c:15]([C:18](=[O:19])[O:20][CH3:21])[o:16][c:17]12. Reactants: ice water, [OH-].[Na+] (sodium hydroxide), FC1=NC=C(C=C1)[N+](=O)[O-] (2-fluoro-5-nitropyridine), C(C)(C)(C)OC(CSC1=CC=CC=C1)=O (t-butyl(phenylthio)acetate), CS(=O)C (DMSO), CS(=O)C (DMSO). Reaction conditions: time 8 hour. Product: [N+](=O)([O-])C=1C(=NC(=CC1)SC1=CC=CC=C1)CC(=O)OC(C)(C)C (t-butyl (3-nitro-6-phenylthio-2-pyridyl)acetate). Yield: 11.0%. RXN SMILES: [OH-].[Na+].F[C:4]1[CH:9]=[CH:8][C:7]([N+:10]([O-:12])=[O:11])=[CH:6][N:5]=1.[C:13]([O:17][C:18](=[O:27])[CH2:19]SC1C=CC=CC=1)([CH3:16])([CH3:15])[CH3:14].C[S:29]([CH3:31])=O>>[N+:10]([C:7]1[C:6]([CH2:19][C:18]([O:17][C:13]([CH3:16])([CH3:15])[CH3:14])=[O:27])=[N:5][C:4]([S:29][C:31]2[CH:4]=[CH:9][CH:8]=[CH:7][CH:6]=2)=[CH:9][CH:8]=1)([O-:12])=[O:11] |f:0.1|. Reported procedure: To a mechanically stirred slurry of pulverized sodium hydroxide (16.0 g, 400 mmol) in DMSO (75 mL) was added dropwise a solution of 2-fluoro-5-nitropyridine (prepared as described by Finger and Starr, J. Am Chem. Soc., 81, 2674 (1959)) (5.7 g, 40 mmol) and t-butyl(phenylthio)acetate (9.0 g, 40 mmol) in DMSO (75 mL) while maintaining the temperature of the reaction mixture below 30° C. The mixture was allowed to stir at room temperature overnight and was then poured into ice/water. After adjustme... Starting materials: ClC1=C(C=CC(=C1)Cl)C(C)(O)C1=NC2=C(N1CCCO)C(=CC=C2)N(CC)CC (3-{2-[1-(2,4-dichlorophenyl)-1-hydroxyethyl]-7-(diethylamino)-1H-benzimidazol-1-yl}propan-1-ol), C1(=CC=CC=C1)P(C1=CC=CC=C1)C1=CC=CC=C1 (triphenylphosphine), N(=NC(=O)OCC)C(=O)OCC (diethyl azodicarboxylate), C1(=CC=CC=C1)C (toluene). The solvent is O1CCCC1 (tetrahydrofuran). Reaction conditions: temperature 40 celsius, time 12 hour. Product: ClC1=C(C=CC(=C1)Cl)C1(OCCCN2C1=NC=1C2=C(C=CC1)N(CC)CC)C (1-(2,4-Dichlorophenyl)-N,N-diethyl-1-methyl-4,5-dihydro-1H,3H-[1,4]oxazepino[4,3-a]benzimidazol-7-amine). As a reaction SMILES: [Cl:1][C:2]1[CH:7]=[C:6]([Cl:8])[CH:5]=[CH:4][C:3]=1[C:9]([C:12]1[N:16]([CH2:17][CH2:18][CH2:19][OH:20])[C:15]2[C:21]([N:25]([CH2:28][CH3:29])[CH2:26][CH3:27])=[CH:22][CH:23]=[CH:24][C:14]=2[N:13]=1)(O)[CH3:10].C1(P(C2C=CC=CC=2)C2C=CC=CC=2)C=CC=CC=1.N(C(OCC)=O)=NC(OCC)=O.C1(C)C=CC=CC=1>O1CCCC1>[Cl:1][C:2]1[CH:7]=[C:6]([Cl:8])[CH:5]=[CH:4][C:3]=1[C:9]1([CH3:10])[C:12]2=[N:13][C:14]3[C:15](=[C:21]([N:25]([CH2:26][CH3:27])[CH2:28][CH3:29])[CH:22]=[CH:23][CH:24]=3)[N:16]2[CH2:17][CH2:18][CH2:19][O:20]1. Reported procedure: To a stirred solution of 3-{2-[1-(2,4-dichlorophenyl)-1-hydroxyethyl]-7-(diethylamino)-1H-benzimidazol-1-yl}propan-1-ol (Reference example 209, 210 mg, 0.500 mmol) and triphenylphosphine (157 mg, 0.600 mmol) in tetrahydrofuran (10 mL) was added a solution of diethyl azodicarboxylate in toluene (40%, 342 μL, 0.750 mmol) at room temperature. The mixture was stirred at 40° C. for 12 h, concentrated in vacuo, and purified by column chromatography on NH silica gel eluting with a 5-20% ethyl acetate/n... The reactants are ClC=1C(=C2C(=NC1)N(C(=C2)C=2C=NN(C2)C)S(=O)(=O)C2=CC=C(C)C=C2)C2=CN=C(S2)C2(CCC2)NCC2=CC=C(C=C2)OC (1-(5-(5-chloro-2-(1-methyl-1H-pyrazol-4-yl)-1-tosyl-1H-pyrrolo[2,3-b]pyridin-4-yl)thiazol-2-yl)-N-(4-methoxybenzyl)cyclobutanamine), ClC=1C(C(=C(C(C1Cl)=O)C#N)C#N)=O (2,3-dichloro-5,6-dicyano-1,4-benzoquinone), ClC=1C(C(=C(C(C1Cl)=O)C#N)C#N)=O (2,3-dichloro-5,6-dicyano-1,4-benzoquinone). Solvent: ClCCl (dichloromethane), O (water). Conditions: time 20 minute. Product: ClC=1C(=C2C(=NC1)N(C(=C2)C=2C=NN(C2)C)S(=O)(=O)C2=CC=C(C)C=C2)C2=CN=C(S2)C2(CCC2)N (1-(5-(5-chloro-2-(1-methyl-1H-pyrazol-4-yl)-1-tosyl-1H-pyrrolo[2,3-b]pyridin-4-yl)thiazol-2-yl)cyclobutanamine). Reaction SMILES: [Cl:1][C:2]1[C:3]([C:27]2[S:31][C:30]([C:32]3([NH:36]CC4C=CC(OC)=CC=4)[CH2:35][CH2:34][CH2:33]3)=[N:29][CH:28]=2)=[C:4]2[CH:10]=[C:9]([C:11]3[CH:12]=[N:13][N:14]([CH3:16])[CH:15]=3)[N:8]([S:17]([C:20]3[CH:26]=[CH:25][C:23]([CH3:24])=[CH:22][CH:21]=3)(=[O:19])=[O:18])[C:5]2=[N:6][CH:7]=1.ClC1C(=O)C(C#N)=C(C#N)C(=O)C=1Cl>ClCCl.O>[Cl:1][C:2]1[C:3]([C:27]2[S:31][C:30]([C:32]3([NH2:36])[CH2:33][CH2:34][CH2:35]3)=[N:29][CH:28]=2)=[C:4]2[CH:10]=[C:9]([C:11]3[CH:12]=[N:13][N:14]([CH3:16])[CH:15]=3)[N:8]([S:17]([C:20]3[CH:26]=[CH:25][C:23]([CH3:24])=[CH:22][CH:21]=3)(=[O:19])=[O:18])[C:5]2=[N:6][CH:7]=1. Procedure: A solution of 1-(5-(5-chloro-2-(1-methyl-1H-pyrazol-4-yl)-1-tosyl-1H-pyrrolo[2,3-b]pyridin-4-yl)thiazol-2-yl)-N-(4-methoxybenzyl)cyclobutanamine (500 mg, 0.758 mmol) (Example 112D) in anhydrous dichloromethane (20 mL) and water (1.0 mL) was treated with 2,3-dichloro-5,6-dicyano-1,4-benzoquinone (224 mg, 0.986 mmol) and stirred for 20 minutes at ambient temperature. Additional 2,3-dichloro-5,6-dicyano-1,4-benzoquinone (50 mg, 0.220 mmol) was added to the mixture, and the reaction stirred one hour... The reactants are C(C)(=O)OC1CN(CC12CC2)[C@H](C)C2=CC=CC=C2 (7-acetoxy-5-[1-(R)-phenylethyl]-5-azaspiro[2.4]heptane), [H][H] (hydrogen). Reagents/catalysts: [Pd] (palladium-on-carbon). Run in C(C)O (ethanol). Product: C(C)(=O)OC1CNCC12CC2 (7-acetoxy-5-azaspiro[2.4]heptane). Isolated yield 91.9%. RXN SMILES: [C:1]([O:4][CH:5]1[C:9]2([CH2:11][CH2:10]2)[CH2:8][N:7]([C@@H](C2C=CC=CC=2)C)[CH2:6]1)(=[O:3])[CH3:2].[H][H]>C(O)C.[Pd]>[C:1]([O:4][CH:5]1[C:9]2([CH2:11][CH2:10]2)[CH2:8][NH:7][CH2:6]1)(=[O:3])[CH3:2]. Reported procedure: A suspension of 1.5 g of compound 12 and 500 mg of lithium aluminum hydride in 30 ml of tetrahydrofuran was refluxed for 16 hours. 0.5 ml of water, 0.5 ml of 15% aqueous sodium hydroxide and 1.5 ml of water were added to the mixture in the mentioned order, and the mixture was stirred at room temperature for 30 minutes. The insoluble material was removed by filtration and the filtrate was concentrated to dryness to yield 1.4 g of 7-hydroxy-5-[1-(R)-phenylethyl]-5-azaspiro[2.4]heptane as a pale ye... Reactants: polypropylene glycol, polypropylene glycol, C[C@]12CC[C@@H](C1(C)C)CC2C(=C)C(=O)[O-] (isobornyl acrylate), diphenylmethane 4,41 diisocyanate, C(CCCCCCCCCCC)(=O)[O-].C(CCCCCCCCCCC)(=O)[O-].C(CCC)[Sn+2]CCCC (dibutyltin dilaurate), C(C=C)(=O)O (acrylic acid), [N-]=C=O (isocyanate), OC(C(=O)C1=CC=CC=C1)(C)C (2-hydroxy-2-methyl-1-phenyl-propane-1-one), C(C=C)(=O)OCCO (Hydroxyethyl acrylate). Solvent: C(C)O (Ethanol), C(C=C)(=O)OCC1CCCO1 (tetrahydrofurfuryl acrylate). Reaction conditions: temperature 80 celsius, time 1 hour. The product is NC(=O)OCC.C(C=C)(=O)O (acrylate urethane). RXN SMILES: C[C@@]12[CH:10]([C:11]([C:13]([O-:15])=[O:14])=C)C[C@H](C1(C)C)CC2.C([O-])(=O)CCCCCCCCC[CH2:26][CH3:27].C([O-])(=O)CCCCCCCCCCC.C([Sn+2]CCCC)CCC.C(OCCO)(=O)C=C.[N-:61]=C=O.C(O)(=O)C=C.OC(C)(C)C(C1C=CC=CC=1)=O>C(OCC1OCCC1)(=O)C=C.C(O)C>[NH2:61][C:13]([O:15][CH2:26][CH3:27])=[O:14].[C:13]([OH:15])(=[O:14])[CH:11]=[CH2:10] |f:1.2.3,10.11|. Procedure details: An acrylate urethane oligomer composition was prepared in the following manner. A flask was charged with 202.8 g of PPG 1025 (polypropylene glycol with average molecular weight of 1025), 83.2 g of PPG 425 (polypropylene glycol with average molecular weight of 425), 221.6 g of isobornyl acrylate, 150.0 g of diphenylmethane 4,41 diisocyanate and 0.4 g of dibutyltin dilaurate. The mixture was heated at 80° C. for two hours. Hydroxyethyl acrylate, 23.2 g, was added and the heating continued for one ... Starting materials: O (water), [H-].[Na+] (sodium hydride), ClC1=CC2=C(NC(N2C2=C(C=CC=C2)Cl)=O)C=C1 (5-chloro-3-(2-chlorophenyl)-1,3-dihydro-2H-benzimidazol-2-one), C(C)N(C(NC1=CC=C(C=C1)S(=O)(=O)Cl)=O)CC (4-(N',N'-diethylureido)benzenesulfonyl chloride). The solvent is CN(C)C=O (DMF). Run at time 30 minute. The product is ClC1=CC2=C(N(C(N2C2=C(C=CC=C2)Cl)=O)S(=O)(=O)C2=CC=C(C=C2)NC(=O)N(CC)CC)C=C1 (5-Chloro-3-(2-chlorophenyl)-1-[4-(N',N'-diethylureido)benzenesulfonyl]-1,3-dihydro-2H-benzimidazol-2-one). The yield is 47.1%. Reaction SMILES: [H-].[Na+].[Cl:3][C:4]1[CH:20]=[CH:19][C:7]2[NH:8][C:9](=[O:18])[N:10]([C:11]3[CH:16]=[CH:15][CH:14]=[CH:13][C:12]=3[Cl:17])[C:6]=2[CH:5]=1.[CH2:21]([N:23]([CH2:37][CH3:38])[C:24](=[O:36])[NH:25][C:26]1[CH:31]=[CH:30][C:29]([S:32](Cl)(=[O:34])=[O:33])=[CH:28][CH:27]=1)[CH3:22].O>CN(C=O)C>[Cl:3][C:4]1[CH:20]=[CH:19][C:7]2[N:8]([S:32]([C:29]3[CH:28]=[CH:27][C:26]([NH:25][C:24]([N:23]([CH2:37][CH3:38])[CH2:21][CH3:22])=[O:36])=[CH:31][CH:30]=3)(=[O:34])=[O:33])[C:9](=[O:18])[N:10]([C:11]3[CH:16]=[CH:15][CH:14]=[CH:13][C:12]=3[Cl:17])[C:6]=2[CH:5]=1 |f:0.1|. Procedure: 0.075 g of sodium hydride as a 60% dispersion in oil is added to a solution of 0.5 g of 5-chloro-3-(2-chlorophenyl)-1,3-dihydro-2H-benzimidazol-2-one in 40 ml of DMF and the mixture is stirred for 30 minutes at RT. 0.6 g of 4-(N',N'-diethylureido)benzenesulfonyl chloride is then added and the mixture is stirred for 4 hours at RT. The reaction mixture is poured into iced water, extracted with AcOEt, washed with water and dried over Na2SO4 and the solvent is evaporated off under vacuum. The residu...